From a dataset of the Open Reaction Database (ORD), a public repository of structured organic reaction records. describe an organic reaction: reactants, conditions, products, and yield Starting materials: CSc1nccc(Oc2ccc(N)cc2)n1, ClCCl, O=C=Nc1cccc(C(F)(F)F)c1. Yields the product CSc1nccc(Oc2ccc(NC(=O)Nc3cccc(C(F)(F)F)c3)cc2)n1. Reaction SMILES: [CH3:14][S:15][c:16]1[n:17][cH:18][cH:19][c:20]([O:22][c:23]2[cH:24][cH:25][c:26]([NH2:29])[cH:27][cH:28]2)[n:21]1.[Cl:30][CH2:31][Cl:32].[F:1][C:2]([c:3]1[cH:4][c:5]([N:9]=[C:10]=[O:11])[cH:6][cH:7][cH:8]1)([F:12])[F:13]>>[F:1][C:2]([c:3]1[cH:4][c:5]([NH:9][C:10](=[O:11])[NH:29][c:26]2[cH:25][cH:24][c:23]([O:22][c:20]3[cH:19][cH:18][n:17][c:16]([S:15][CH3:14])[n:21]3)[cH:28][cH:27]2)[cH:6][cH:7][cH:8]1)([F:12])[F:13]. Starting materials: C([O-])([O-])=O.[Na+].[Na+] (sodium carbonate), C(=C)OCC (ethyl vinyl ether), ClCC(C(C)=O)=NO (1-chlorobutan-2,3-dione-2-oxime). Reaction conditions: time 21 hour. The product is C(C)OC1CCC(=NO1)C(C)=O (1-[5,6-Dihydro-6-ethoxy-1,2(4H)-oxazin-3-yl]ethanone). Isolated yield 97.9%. As a reaction SMILES: C(=O)([O-])[O-].[Na+].[Na+].[CH:7]([O:9][CH2:10][CH3:11])=[CH2:8].Cl[CH2:13][C:14](=[N:18][OH:19])[C:15](=[O:17])[CH3:16]>>[CH2:7]([O:9][CH:10]1[O:19][N:18]=[C:14]([C:15](=[O:17])[CH3:16])[CH2:13][CH2:11]1)[CH3:8] |f:0.1.2|. Procedure: A 1000 ml three-neck flask equipped with a mechanical stirrer, a reflux condenser, and a nitrogen inlet adapter was heat dried and charged with nitrogen. When the flask was at room temperature, it was loaded in order: 39.5 g (0.37 mole) of anhydrous sodium carbonate; (with stirring) 132 g (1.83 mole) of ethyl vinyl ether; and (portionwise over a period of 7 minutes) 10.0 g (0.074 mole) of 1-chlorobutan-2,3-dione-2-oxime [Oglobin et al., J. Gen. Chem. U.S.S.R. 34, 2710 (1964)]. Stirring was conti... Reactants: O=C([O-])[O-], Nc1ccc(Cc2ccc(CS(=O)(=O)NCc3ccccc3)cc2)cc1, CC(C)O, ClC1=NCCN1, [K+], [K+]. The product is O=S(=O)(Cc1ccc(Cc2ccc(NC3=NCCN3)cc2)cc1)NCc1ccccc1. RXN SMILES: [C:33](=[O:34])([O-:35])[O-:36].[CH2:1]([c:2]1[cH:3][cH:4][cH:5][cH:6][cH:7]1)[NH:8][S:9](=[O:10])(=[O:11])[CH2:12][c:13]1[cH:14][cH:15][c:16]([CH2:17][c:18]2[cH:19][cH:20][c:21]([NH2:24])[cH:22][cH:23]2)[cH:25][cH:26]1.[CH3:39][CH:40]([OH:41])[CH3:42].[Cl:27][C:28]1=[N:32][CH2:31][CH2:30][NH:29]1.[K+:37].[K+:38]>>[CH2:1]([c:2]1[cH:3][cH:4][cH:5][cH:6][cH:7]1)[NH:8][S:9](=[O:10])(=[O:11])[CH2:12][c:13]1[cH:14][cH:15][c:16]([CH2:17][c:18]2[cH:19][cH:20][c:21]([NH:24][C:28]3=[N:29][CH2:30][CH2:31][NH:32]3)[cH:22][cH:23]2)[cH:25][cH:26]1.